This data is from the Open Reaction Database (ORD), a public repository of structured organic reaction records. The task is: describe an organic reaction: reactants, conditions, products, and yield Yields the product COC(=O)c1ccc(B(O)O)c(Cl)c1. RXN SMILES: [CH3:14][N:15]([CH3:16])[CH:17]=[O:18].[CH3:19][CH2:20][O:21][CH2:22][CH3:23].[CH3:24][CH2:25][CH2:26][CH2:27][CH2:28][CH3:29].[CH3:30][Si:31]([N:32]=[N+:33]=[N-:34])([CH3:35])[CH3:36].[CH3:37][C:38](=[O:39])[OH:40].[Cl:1][c:2]1[cH:3][c:4]([C:5](=[O:6])[OH:7])[cH:8][cH:9][c:10]1[B:11]([OH:12])[OH:13]>>[Cl:1][c:2]1[cH:3][c:4]([C:5](=[O:6])[O:7][CH3:14])[cH:8][cH:9][c:10]1[B:11]([OH:12])[OH:13]. The reactants are CN(C)C=O, CCOCC, CCCCCC, C[Si](C)(C)N=[N+]=[N-], CC(=O)O, O=C(O)c1ccc(B(O)O)c(Cl)c1. The reactants are O=C1N(C(C2=CC=CC=C12)=O)OCC(=O)OC (Methyl 2-(1,3-dioxoisoindolin-2-yloxy)acetate), O.NN (hydrazine monohydrate), FC1=C2C=CC=NC2=CC(=C1C(C)C1=NN=C2N1N=C(C=C2)C(C)=O)F (1-{3-[1-(5,7-Difluoro-quinolin-6-yl)-ethyl]-[1,2,4]triazolo[4,3-b]pyridazin-6-yl}-ethanone), Cl (HCl). Solvent: CO (methanol). Reaction conditions: temperature 70 celsius, time 2 hour. The product is FC1=C2C=CC=NC2=CC(=C1C(C)C1=NN=C2N1N=C(C=C2)\C(\C)=N\OCC(=O)O)F ((E)-2-(1-(3-(1-(5,7-Difluoroquinolin-6-yl)ethyl)-[1,2,4]triazolo[4,3-b]pyridazin-6-yl)ethylideneaminooxy)acetic acid). The yield is 43.6%. As a reaction SMILES: O=[C:2]1[C:10]2C(=CC=CC=2)C(=O)[N:3]1[O:12][CH2:13][C:14]([O:16]C)=[O:15].O.NN.[F:21][C:22]1[C:31]([CH:32]([C:34]2[N:38]3[N:39]=[C:40](C(=O)C)[CH:41]=[CH:42][C:37]3=[N:36][N:35]=2)[CH3:33])=[C:30]([F:46])[CH:29]=[C:28]2[C:23]=1[CH:24]=[CH:25][CH:26]=[N:27]2.Cl>CO>[F:21][C:22]1[C:31]([CH:32]([C:34]2[N:38]3[N:39]=[C:40](/[C:2](=[N:3]/[O:12][CH2:13][C:14]([OH:16])=[O:15])/[CH3:10])[CH:41]=[CH:42][C:37]3=[N:36][N:35]=2)[CH3:33])=[C:30]([F:46])[CH:29]=[C:28]2[C:23]=1[CH:24]=[CH:25][CH:26]=[N:27]2 |f:1.2|. Procedure details: Methyl 2-(1,3-dioxoisoindolin-2-yloxy)acetate (237 mg, 1.01 mmol) and hydrazine monohydrate (50 mg, 1.0 mmol) were dissolved in methanol (3 mL) and heated at 70° C. for 2 h. After filtration, the solid was washed with EtOAc. The combined solution was concentrated and the residue was diluted with methanol. A solution of NaOH (6 N, 3 mL) was added and the mixture was stirred at 70° C. for 2 h. The solution was concentrated, acidified with 3 N HCl to pH 1 and filtered. The solid was washed with wat... Reported procedure: Starting from 4-(5-Cyclopropylmethoxy-benzo[1,3]dioxol-4-yl)-5H-pyrrolo[3,2-d]pyrimidine-7-carboxylic acid (S)-pyrrolidin-3-ylamide hydrochloride (example A143) and acetyl chloride the title compound is obtained as colorless solid. Reaction SMILES: Cl.[NH:2]1[CH2:6][CH2:5][C@H:4]([NH:7][C:8]([C:10]2[C:14]3[N:15]=[CH:16][N:17]=[C:18]([C:19]4[C:27]5[O:26][CH2:25][O:24][C:23]=5[CH:22]=[CH:21][C:20]=4[O:28][CH2:29][CH:30]4[CH2:32][CH2:31]4)[C:13]=3[NH:12][CH:11]=2)=[O:9])[CH2:3]1.[C:33](Cl)(=[O:35])[CH3:34]>>[C:33]([N:2]1[CH2:6][CH2:5][C@H:4]([NH:7][C:8]([C:10]2[C:14]3[N:15]=[CH:16][N:17]=[C:18]([C:19]4[C:27]5[O:26][CH2:25][O:24][C:23]=5[CH:22]=[CH:21][C:20]=4[O:28][CH2:29][CH:30]4[CH2:32][CH2:31]4)[C:13]=3[NH:12][CH:11]=2)=[O:9])[CH2:3]1)(=[O:35])[CH3:34] |f:0.1|. Reactants: Cl.N1C[C@H](CC1)NC(=O)C1=CNC2=C1N=CN=C2C2=C(C=CC=1OCOC12)OCC1CC1 (4-(5-Cyclopropylmethoxy-benzo[1,3]dioxol-4-yl)-5H-pyrrolo[3,2-d]pyrimidine-7-carboxylic acid (S)-pyrrolidin-3-ylamide hydrochloride), C(C)(=O)Cl (acetyl chloride). The product is C(C)(=O)N1C[C@H](CC1)NC(=O)C1=CNC2=C1N=CN=C2C2=C(C=CC=1OCOC12)OCC1CC1 (4-(5-Cyclopropylmethoxy-benzo[1,3]dioxol-4-yl)-5H-pyrrolo[3,2-d]pyrimidine-7-carboxylic acid ((S)-1-acetyl-pyrrolidin-3-yl)-amide). The reactants are C(O)CN (Ethanol amine), ClCCN(C1=CC2=C(OC3=C(S(C2)(=O)=O)C=C(C=C3C)C(=O)O)C(=C1)Cl)CCCl (2-[Bis-(2-chloroethyl)amino]-4-chloro-6-methyl-10,10-dioxo-10,11-dihydro-5-oxa-10lambda*6*-thia-dibenzo[a,d]-cycloheptene-8-carboxylic acid), CO (methanol), O (water), Cl (HCl). Reaction conditions: temperature 70 celsius. Product: COC(=O)C=1C=C(C2=C(S(CC3=C(O2)C(=CC(=C3)N3CCN(CC3)CCO)Cl)(=O)=O)C1)C (4-Chloro-2-[4-(2-hydroxy-ethyl)-piperazine-1-yl]-6-methyl-10,10-dioxo-10,11-dihydro-5-oxa-10lambda*6*-thia-dibenzo[a,d]cycloheptene-8-carboxylic acid methyl ester). RXN SMILES: [CH2:1]([CH2:3][NH2:4])[OH:2].Cl[CH2:6][CH2:7][N:8]([CH2:31][CH2:32]Cl)[C:9]1[CH:29]=[C:28]([Cl:30])[C:12]2[O:13][C:14]3[C:23]([CH3:24])=[CH:22][C:21]([C:25]([OH:27])=[O:26])=[CH:20][C:15]=3[S:16](=[O:19])(=[O:18])[CH2:17][C:11]=2[CH:10]=1.O.Cl.[CH3:36]O>>[CH3:36][O:27][C:25]([C:21]1[CH:22]=[C:23]([CH3:24])[C:14]2[O:13][C:12]3[C:28]([Cl:30])=[CH:29][C:9]([N:8]4[CH2:7][CH2:6][N:4]([CH2:3][CH2:1][OH:2])[CH2:32][CH2:31]4)=[CH:10][C:11]=3[CH2:17][S:16](=[O:19])(=[O:18])[C:15]=2[CH:20]=1)=[O:26]. Procedure details: Ethanol amine (0.25 mL, 4.17 mmol) was added to a solution of Example 102j (0.5 g, 1.04 mmol) in methanol (5 mL) in an atmosphere of nitrogen and sealed in a pressure reactor vessel at 120° C. for 4 h. It was brought to room temperature, treated with, chilled water, dilute HCl to neutral pH and extracted with n-butanol. The organic layer was washed with water, brine, dried, concentrated, treated with methanolic HCl solution, and refluxed at 70° C. for 3 h. The reaction mixture was concentrated, ...